Task: describe an organic reaction: reactants, conditions, products, and yield. Dataset: the Open Reaction Database (ORD), a public repository of structured organic reaction records The reactants are O=C(O)c1occc1Br, O=C([O-])[O-], CCI, CC#N, [Cs+], [Cs+], [Na+], O=C([O-])O. Product: CCOC(=O)c1occc1Br. As a reaction SMILES: [Br:1][c:2]1[c:3]([C:7](=[O:8])[OH:9])[o:4][cH:5][cH:6]1.[C:13](=[O:14])([O-:15])[O-:16].[CH2:10]([CH3:11])[I:12].[CH3:24][C:25]#[N:26].[Cs+:17].[Cs+:18].[Na+:19].[OH:20][C:21](=[O:22])[O-:23]>>[Br:1][c:2]1[c:3]([C:7](=[O:8])[O:9][CH2:10][CH3:11])[o:4][cH:5][cH:6]1. The reactants are CCOc1nc2c(C)cc(-c3nc4ccccc4n3C)cc2n1Cc1ccc(-c2ccccc2-c2nnn(C(c3ccccc3)(c3ccccc3)c3ccccc3)n2)cc1, CCO, [Na+], [OH-]. The product is CCOc1nc2c(C)cc(-c3nc4ccccc4n3C)cc2n1Cc1ccc(-c2ccccc2-c2nnn[nH]2)cc1. As a reaction SMILES: [CH2:1]([CH3:2])[O:3][c:4]1[n:5][c:6]2[c:7]([n:8]1[CH2:9][c:10]1[cH:11][cH:12][c:13](-[c:16]3[c:17](-[c:22]4[n:23][n:24][n:25]([C:27]([c:28]5[cH:29][cH:30][cH:31][cH:32][cH:33]5)([c:34]5[cH:35][cH:36][cH:37][cH:38][cH:39]5)[c:40]5[cH:41][cH:42][cH:43][cH:44][cH:45]5)[n:26]4)[cH:18][cH:19][cH:20][cH:21]3)[cH:14][cH:15]1)[cH:46][c:47](-[c:51]1[n:52][c:53]3[c:54]([n:55]1[CH3:56])[cH:57][cH:58][cH:59][cH:60]3)[cH:48][c:49]2[CH3:50].[CH3:63][CH2:64][OH:65].[Na+:62].[OH-:61]>>[CH2:1]([CH3:2])[O:3][c:4]1[n:5][c:6]2[c:7]([n:8]1[CH2:9][c:10]1[cH:11][cH:12][c:13](-[c:16]3[c:17](-[c:22]4[nH:23][n:24][n:25][n:26]4)[cH:18][cH:19][cH:20][cH:21]3)[cH:14][cH:15]1)[cH:46][c:47](-[c:51]1[n:52][c:53]3[c:54]([n:55]1[CH3:56])[cH:57][cH:58][cH:59][cH:60]3)[cH:48][c:49]2[CH3:50]. Starting materials: CC(=O)[C@H](O)[C@H](O)[C@H](O)CO (1-deoxy D-psicose), C[C@H](O)[C@H](O)[C@H](O)[C@H](O)CO (1-deoxy D-allitol), C[C@H](O)[C@H](O)[C@H](O)[C@H](O)CO (1-deoxy D-allitol), CC(=O)[C@H](O)[C@H](O)[C@H](O)CO (1-deoxy D-psicose). Yields the product CC(=O)[C@H](O)[C@H](O)[C@H](O)CO (1-deoxy D-psicose), C[C@@H](O)[C@@H](O)[C@@H](O)[C@H](O)CO (1-deoxy D-talitol). RXN SMILES: [CH3:1][C@@H:2]([C@@H:4]([C@@H:6]([C@@H:8]([CH2:10][OH:11])[OH:9])[OH:7])[OH:5])[OH:3].[CH3:12][C:13]([C@@H:15]([C@@H:17]([C@@H:19]([CH2:21][OH:22])[OH:20])[OH:18])[OH:16])=[O:14]>>[CH3:1][C:2]([C@@H:4]([C@@H:6]([C@@H:8]([CH2:10][OH:11])[OH:9])[OH:7])[OH:5])=[O:3].[CH3:12][C@H:13]([C@H:15]([C@H:17]([C@@H:19]([CH2:21][OH:22])[OH:20])[OH:18])[OH:16])[OH:14]. Procedure details: As shown in FIG. 23, first, 6-deoxy L-psicose was prepared from L-rhamnose, using L-rhamnose isomerase and D-tagatose 3-epimerase (The Annual Meeting of the Japan Society of Bioscience, Biotechnology and Agrochemistry 2007). As a consequence of the hydrogenation with a nickel catalyst under high-pressure conditions, a mixture of 1-deoxy D-allitol (6-deoxy-L-allitol) and 1-deoxy D-talitol (6-deoxy-L-tallitol) was obtained (FIGS. 24 and 26). The mixture as a substrate was subjected to a bacterial ...